The task is: describe an organic reaction: reactants, conditions, products, and yield. This data is from the Open Reaction Database (ORD), a public repository of structured organic reaction records. Starting materials: C(C)C1C(N2N(CCCC2C(=O)OC(C)(C)C)C1=O)=O (tert.butyl 2-ethyl-hexahydro-1,3-dioxo-1H-pyrazolo[1,2-a]pyridazine-5-carboxylate), C(C)(=O)SCCBr (S-(2-bromoethyl) thioacetate). Yields the product C(C)(=O)SCCC1(C(N2N(CCCC2C(=O)OC(C)(C)C)C1=O)=O)CC (tert.butyl 2-(2-acetylthioethyl)-2-ethyl-hexahydro-1,3-dioxo-1H-pyrazolo[1,2-a]pyridazine-5-carboxylate). As a reaction SMILES: [CH2:1]([CH:3]1[C:18](=[O:19])[N:6]2[CH2:7][CH2:8][CH2:9][CH:10]([C:11]([O:13][C:14]([CH3:17])([CH3:16])[CH3:15])=[O:12])[N:5]2[C:4]1=[O:20])[CH3:2].[C:21]([S:24][CH2:25][CH2:26]Br)(=[O:23])[CH3:22]>>[C:21]([S:24][CH2:25][CH2:26][C:3]1([CH2:1][CH3:2])[C:18](=[O:19])[N:6]2[CH2:7][CH2:8][CH2:9][CH:10]([C:11]([O:13][C:14]([CH3:16])([CH3:17])[CH3:15])=[O:12])[N:5]2[C:4]1=[O:20])(=[O:23])[CH3:22]. Procedure details: In a manner analogous to that described in Example 1(D)(c), from 4 g of tert.butyl 2-ethyl-hexahydro-1,3-dioxo-1H-pyrazolo[1,2-a]pyridazine-5-carboxylate and 5.43 g of S-(2-bromoethyl) thioacetate there was obtained tert.butyl 2-(2-acetylthioethyl)-2-ethyl-hexahydro-1,3-dioxo-1H-pyrazolo[1,2-a]pyridazine-5-carboxylate as a mixture of diastereomers. Chromatography gave 1.1 g (20%) of diastereomer A having a melting point of 82°-84° C. (from diethyl ether/hexane) and 0.4 g (7%) of diastereomer B i... Starting materials: ClCCl, CC(=O)N(C)Cc1ccc(Cl)c(CO)c1. The product is CC(=O)N(C)Cc1ccc(Cl)c(C=O)c1. Reaction SMILES: [Cl:16][CH2:17][Cl:18].[Cl:1][c:2]1[c:3]([CH2:14][OH:15])[cH:4][c:5]([CH2:6][N:7]([C:8]([CH3:9])=[O:10])[CH3:11])[cH:12][cH:13]1>>[Cl:1][c:2]1[c:3]([CH:14]=[O:15])[cH:4][c:5]([CH2:6][N:7]([C:8]([CH3:9])=[O:10])[CH3:11])[cH:12][cH:13]1. Starting materials: C(\C=C/C(=O)O)(=O)O (maleic acid), CC=1N(C(=C(C(C1C(=O)OCC)C1=C(C=CC=C1)C(F)(F)F)C(=O)OCC)C)CCN1CCOCC1 (diethyl 1,4-dihydro-2,6-dimethyl-1-[2-(4-morpholinyl)ethyl]-4-[2-(trifluoromethyl)phenyl]-3,5-pyridinedicarboxylate). Run in CC(=O)C (acetone), CCOC(=O)C (EtOAc). Product: C(\C=C/C(=O)O)(=O)O.CC=1N(C(=C(C(C1C(=O)OCC)C1=C(C=CC=C1)C(F)(F)F)C(=O)OCC)C)CCN1CCOCC1 (diethyl 1,4-dihydro-2,6-dimethyl-1-[2-(4-morpholinyl)ethyl]-4-[2-(trifluoromethyl)phenyl]-3,5-pyridinedicarboxylate maleate). The yield is 107.0%. Reaction SMILES: [C:1]([OH:8])(=[O:7])/[CH:2]=[CH:3]\[C:4]([OH:6])=[O:5].[CH3:9][C:10]1[N:11]([CH2:37][CH2:38][N:39]2[CH2:44][CH2:43][O:42][CH2:41][CH2:40]2)[C:12]([CH3:36])=[C:13]([C:31]([O:33][CH2:34][CH3:35])=[O:32])[CH:14]([C:21]2[CH:26]=[CH:25][CH:24]=[CH:23][C:22]=2[C:27]([F:30])([F:29])[F:28])[C:15]=1[C:16]([O:18][CH2:19][CH3:20])=[O:17]>CC(C)=O.CCOC(C)=O>[C:1]([OH:8])(=[O:7])/[CH:2]=[CH:3]\[C:4]([OH:6])=[O:5].[CH3:36][C:12]1[N:11]([CH2:37][CH2:38][N:39]2[CH2:44][CH2:43][O:42][CH2:41][CH2:40]2)[C:10]([CH3:9])=[C:15]([C:16]([O:18][CH2:19][CH3:20])=[O:17])[CH:14]([C:21]2[CH:26]=[CH:25][CH:24]=[CH:23][C:22]=2[C:27]([F:30])([F:28])[F:29])[C:13]=1[C:31]([O:33][CH2:34][CH3:35])=[O:32] |f:4.5|. Reported procedure: A solution of 1.2 g of maleic acid in 12 ml of acetone was added to a solution of 5.1 g of diethyl 1,4-dihydro-2,6-dimethyl-1-[2-(4-morpholinyl)ethyl]-4-[2-(trifluoromethyl)phenyl]-3,5-pyridinedicarboxylate in 50 ml of EtOAc. The reaction mixture was refluxed and filtered hot to yield 6.7 g of diethyl 1,4-dihydro-2,6-dimethyl-1-[2-(4-morpholinyl)ethyl]-4-[2-(trifluoromethyl)phenyl]-3,5-pyridinedicarboxylate maleate. This was partitioned between 5 parts of toluene and 10 parts of 10% NaOH, the to... Reactants: CCN(CC)c1ccc(N=Nc2c(Br)cc([N+](=O)[O-])cc2[N+](=O)[O-])c(NC(C)=O)c1, CCCCOC(C)=O, CC(=O)[O-], CC(=O)OC(C)=O, NC=O, Cl[Cu]Cl, [Na+]. Product: CCN(CC)c1ccc(N=Nc2c(C#N)cc([N+](=O)[O-])cc2[N+](=O)[O-])c(NC(C)=O)c1. As a reaction SMILES: [Br:1][c:2]1[c:3]([N:14]=[N:15][c:16]2[c:17]([NH:27][C:28]([CH3:29])=[O:30])[cH:18][c:19]([N:22]([CH2:23][CH3:24])[CH2:25][CH3:26])[cH:20][cH:21]2)[c:4]([N+:11](=[O:12])[O-:13])[cH:5][c:6]([N+:8](=[O:9])[O-:10])[cH:7]1.[C:49]([O:50][CH2:51][CH2:52][CH2:53][CH3:54])(=[O:55])[CH3:56].[CH3:32][C:33](=[O:34])[O-:35].[CH3:39][C:40]([O:41][C:42](=[O:43])[CH3:44])=[O:45].[CH:36](=[O:37])[NH2:38].[Cl:46][Cu:47][Cl:48].[Na+:31]>>[c:2]1([C:36]#[N:38])[c:3]([N:14]=[N:15][c:16]2[c:17]([NH:27][C:28]([CH3:29])=[O:30])[cH:18][c:19]([N:22]([CH2:23][CH3:24])[CH2:25][CH3:26])[cH:20][cH:21]2)[c:4]([N+:11](=[O:12])[O-:13])[cH:5][c:6]([N+:8](=[O:9])[O-:10])[cH:7]1. Starting materials: C(C1=CC=CC=C1)(=O)C=1C=CC(=C(C=O)C1)[N+](=O)[O-] (5-benzoyl-2-nitrobenzaldehyde), S1C=CC=C1 (thiophene). Reagents/catalysts: [Pd] (Pd/C). The solvent is C1(=CC=CC=C1)C (toluene). The product is NC1=C(C=O)C=C(C=C1)C(C1=CC=CC=C1)=O (2-amino-5-benzoylbenzaldehyde). As a reaction SMILES: [C:1]([C:9]1[CH:10]=[CH:11][C:12]([N+:17]([O-])=O)=[C:13]([CH:16]=1)[CH:14]=[O:15])(=[O:8])[C:2]1[CH:7]=[CH:6][CH:5]=[CH:4][CH:3]=1.S1C=CC=C1>C1(C)C=CC=CC=1.[Pd]>[NH2:17][C:12]1[CH:11]=[CH:10][C:9]([C:1](=[O:8])[C:2]2[CH:3]=[CH:4][CH:5]=[CH:6][CH:7]=2)=[CH:16][C:13]=1[CH:14]=[O:15]. Procedure details: A mixture of 5-benzoyl-2-nitrobenzaldehyde (0.01 mol) in toluene was hydrogenated at room temperature and normal pressure with 5% Pd/C (2 g) as a catalyst in the presence of 4% thiophene solution (2 mL). After uptake of H2 gas (3 equiv.), the catalyst was filtered off and the filtrate was evaporated (water bath at 50° C.). The residue was dissolved in diethyl ether (10 mL) and crystallized out at room temperature. The crystals were filtered off, washed with a small amount of diethyl ether and di... The reactants are OC=1C(=C2CCCC(C2=CC1)=O)CCC1=CC=CC=C1 (6-hydroxy-5-(2-phenyl-ethyl)-3,4-dihydro-2H-naphthalen-1-one), CC=1NC=CN1 (2-methylimidazole). Yields the product CC=1NC=C(N1)CC(OC=1C(=C2CCCC(C2=CC1)=O)CCC1=CC=CC=C1)C1=CC=CC=C1 ((±)-6-[2-(2-Methyl-imidazol-yl)-1-phenyl-ethoxy]-5-phenethyl-3,4-dihydro-2H-naphthalen-1-one). As a reaction SMILES: [OH:1][C:2]1[C:3]([CH2:13][CH2:14][C:15]2[CH:20]=[CH:19][CH:18]=[CH:17][CH:16]=2)=[C:4]2[C:9](=[CH:10][CH:11]=1)[C:8](=[O:12])[CH2:7][CH2:6][CH2:5]2.[CH3:21][C:22]1[NH:23][CH:24]=[CH:25][N:26]=1>>[CH3:21][C:22]1[NH:23][CH:24]=[C:25]([CH2:14][CH:13]([C:3]2[CH:4]=[CH:9][CH:10]=[CH:11][CH:2]=2)[O:1][C:2]2[C:3]([CH2:13][CH2:14][C:15]3[CH:16]=[CH:17][CH:18]=[CH:19][CH:20]=3)=[C:4]3[C:9](=[CH:10][CH:11]=2)[C:8](=[O:12])[CH2:7][CH2:6][CH2:5]3)[N:26]=1. Procedure details: The title compound was prepared using the procedure of Example 20, step 4 using 6-hydroxy-5-(2-phenyl-ethyl)-3,4-dihydro-2H-naphthalen-1-one and 2-methylimidazole. Starting materials: ClC1=C(C(=CC=C1)Cl)NC(=N)N (2.6-dichlorophenylguanidine), C(C)(=O)OC(C)=O (acetic anhydride), O1CCCC1 (tetrahydrofuran), O (water). Reaction conditions: time 48 hour. Product: ClC1=C(C(=CC=C1)Cl)N(C(=N)NC(C)=O)C(C)=O (1-(2,6-dichlorophenyl)-1,3-diacetylguanidine). Reaction SMILES: [Cl:1][C:2]1[CH:7]=[CH:6][CH:5]=[C:4]([Cl:8])[C:3]=1[NH:9][C:10]([NH2:12])=[NH:11].[C:13](OC(=O)C)(=[O:15])[CH3:14].O.[O:21]1CC[CH2:23][CH2:22]1>>[Cl:1][C:2]1[CH:7]=[CH:6][CH:5]=[C:4]([Cl:8])[C:3]=1[N:9]([C:22](=[O:21])[CH3:23])[C:10]([NH:12][C:13](=[O:15])[CH3:14])=[NH:11]. Procedure details: A solution of 5 g (0.024 mole) of 2.6-dichlorophenylguanidine in 50 ml of tetrahydrofuran is chilled in an ice bath while 2.56 g (0.24 mole) of acetic anhydride is added dropwise. The mixture is then stirred for 48 hours and then poured into 1 liter of water. The mixture is then stirred for 8 hours and the precipitate is collected to obtain 1-(2,6-dichlorophenyl)-1,3-diacetylguanidine 3 g of this material is stirred at room temperature with 15 ml of conc. hydrochloric acid. The reaction mixture ... Reactants: CCCCCCCCCCCCCCCCNc1ccc(C(=O)NS(=O)(=O)c2ccc([N+](=O)[O-])cc2)cc1, CCOC(C)=O, [Cl-], [Na+], C1CCOC1. Product: CCCCCCCCCCCCCCCCNc1ccc(C(=O)NS(=O)(=O)c2ccc(N)cc2)cc1. Reaction SMILES: [CH2:1]([CH2:2][CH2:3][CH2:4][CH2:5][CH2:6][CH2:7][CH2:8][CH2:9][CH2:10][CH2:11][CH2:12][CH2:13][CH2:14][CH2:15][CH3:16])[NH:17][c:18]1[cH:19][cH:20][c:21]([C:22](=[O:23])[NH:24][S:25](=[O:26])(=[O:27])[c:28]2[cH:29][cH:30][c:31]([N+:34]([O-:35])=[O:36])[cH:32][cH:33]2)[cH:37][cH:38]1.[CH3:46][CH2:47][O:48][C:49](=[O:50])[CH3:51].[Cl-:45].[Na+:44].[O:39]1[CH2:40][CH2:41][CH2:42][CH2:43]1>>[CH2:1]([CH2:2][CH2:3][CH2:4][CH2:5][CH2:6][CH2:7][CH2:8][CH2:9][CH2:10][CH2:11][CH2:12][CH2:13][CH2:14][CH2:15][CH3:16])[NH:17][c:18]1[cH:19][cH:20][c:21]([C:22](=[O:23])[NH:24][S:25](=[O:26])(=[O:27])[c:28]2[cH:29][cH:30][c:31]([NH2:34])[cH:32][cH:33]2)[cH:37][cH:38]1. Starting materials: ClC1=CC=C(C(=O)C=2N=CC3=CC=CC=C3C2)C=C1 (3-(4-chlorobenzoyl)-isoquinoline), C1(=CC=C(C=C1)S(=O)(=O)ON)C (O-(p-toluenesulfonyl)-hydroxylamine). Solvent: ClCCl (dichloromethane). The product is C1(=CC=C(C=C1)S(=O)(=O)[O-])C.N[N+]1=CC2=CC=CC=C2C=C1C(C1=CC=C(C=C1)Cl)=O (2-amino-3-(4-chlorobenzoyl)-isoquinolinium-p-toluene sulfonate). The yield is 69.4%. As a reaction SMILES: [Cl:1][C:2]1[CH:19]=[CH:18][C:5]([C:6]([C:8]2[N:9]=[CH:10][C:11]3[C:16]([CH:17]=2)=[CH:15][CH:14]=[CH:13][CH:12]=3)=[O:7])=[CH:4][CH:3]=1.[C:20]1([CH3:31])[CH:25]=[CH:24][C:23]([S:26]([O:29][NH2:30])(=[O:28])=[O:27])=[CH:22][CH:21]=1>ClCCl>[C:20]1([CH3:31])[CH:21]=[CH:22][C:23]([S:26]([O-:29])(=[O:27])=[O:28])=[CH:24][CH:25]=1.[NH2:30][N+:9]1[C:8]([C:6](=[O:7])[C:5]2[CH:4]=[CH:3][C:2]([Cl:1])=[CH:19][CH:18]=2)=[CH:17][C:16]2[C:11](=[CH:12][CH:13]=[CH:14][CH:15]=2)[CH:10]=1 |f:3.4|. Procedure details: 5 g (19 millimoles) of 3-(4-chlorobenzoyl)-isoquinoline are dissolved in 10 ml of dichloromethane, then 4 g (22 millimoles) of O-(p-toluenesulfonyl)-hydroxylamine are added, and the mixture is allowed to stand for an hour. 6 g (73%) of 2-amino-3-(4-chlorobenzoyl)-isoquinolinium-p-toluene sulfonate are obtained.